describe an organic reaction: reactants, conditions, products, and yield From a dataset of the Open Reaction Database (ORD), a public repository of structured organic reaction records. The reactants are O=C=Nc1ccc(Br)cc1Cl, CCCCCC, NNC(=O)CC1CCN(C(=O)C2CC2)C1, ClCCl. Product: O=C(CC1CCN(C(=O)C2CC2)C1)NNC(=O)Nc1ccc(Br)cc1Cl. RXN SMILES: [Br:16][c:17]1[cH:18][c:19]([Cl:26])[c:20]([N:23]=[C:24]=[O:25])[cH:21][cH:22]1.[CH3:30][CH2:31][CH2:32][CH2:33][CH2:34][CH3:35].[CH:1]1([C:4](=[O:5])[N:6]2[CH2:7][CH:8]([CH2:11][C:12](=[O:13])[NH:14][NH2:15])[CH2:9][CH2:10]2)[CH2:2][CH2:3]1.[Cl:27][CH2:28][Cl:29]>>[CH:1]1([C:4](=[O:5])[N:6]2[CH2:7][CH:8]([CH2:11][C:12](=[O:13])[NH:14][NH:15][C:24]([NH:23][c:20]3[c:19]([Cl:26])[cH:18][c:17]([Br:16])[cH:22][cH:21]3)=[O:25])[CH2:9][CH2:10]2)[CH2:2][CH2:3]1. The reactants are CC(=O)O, NS(=O)(=O)c1nc2ccc(OCC3CO3)cc2s1. The product is CC(=O)OCC(O)COc1ccc2nc(S(N)(=O)=O)sc2c1. RXN SMILES: [CH3:19][C:20]([OH:21])=[O:22].[O:1]1[CH:2]([CH2:3][O:4][c:5]2[cH:6][c:7]3[c:8]([n:9][c:10]([S:12](=[O:13])(=[O:14])[NH2:15])[s:11]3)[cH:16][cH:17]2)[CH2:18]1>>[OH:1][CH:2]([CH2:3][O:4][c:5]1[cH:6][c:7]2[c:8]([n:9][c:10]([S:12](=[O:13])(=[O:14])[NH2:15])[s:11]2)[cH:16][cH:17]1)[CH2:18][O:21][C:20]([CH3:19])=[O:22]. The reactants are OC1C(CCCC1)NC(OCC1=CC=CC=C1)=O (benzyl (2-hydroxycyclohexyl)carbamate), CC(=O)C.OS(=O)(=O)O.O=[Cr](=O)=O (Jones reagent), C([O-])([O-])=O.[Na+].[Na+] (sodium carbonate), C([O-])(O)=O.[Na+] (sodium bicarbonate). Yield: 79.4%. The solvent is CC(=O)C (acetone), O (water). Procedure: To a solution of benzyl (2-hydroxycyclohexyl)carbamate (4.200 g, 16.8 mmol) in acetone (15 mL) was added Jones reagent dropwise over several minutes (with room temperature water bath cooling of reaction), and the reaction mixture was stirred at room temperature for 2.5 hrs. Solutions of saturated aqueous sodium carbonate and then saturated aqueous sodium bicarbonate were added until the solution was adjusted to neutral pH, and the resulting mixture extracted with ethyl acetate (3×). The combined... Run at time 2.5 hour. As a reaction SMILES: [OH:1][CH:2]1[CH2:7][CH2:6][CH2:5][CH2:4][CH:3]1[NH:8][C:9](=[O:18])[O:10][CH2:11][C:12]1[CH:17]=[CH:16][CH:15]=[CH:14][CH:13]=1.CC(C)=O.OS(O)(=O)=O.O=[Cr](=O)=O.C(=O)([O-])[O-].[Na+].[Na+].C(=O)(O)[O-].[Na+]>CC(C)=O.O>[O:1]=[C:2]1[CH2:7][CH2:6][CH2:5][CH2:4][CH:3]1[NH:8][C:9](=[O:18])[O:10][CH2:11][C:12]1[CH:13]=[CH:14][CH:15]=[CH:16][CH:17]=1 |f:1.2.3,4.5.6,7.8|. Product: O=C1C(CCCC1)NC(OCC1=CC=CC=C1)=O (Benzyl (2-oxocyclohexyl)carbamate). Starting materials: CC[Si](Cl)(CC)CC, CN(C)C=O, CS(=O)(=O)Nc1cc(C(O)CN=[N+]=[N-])ccc1OCc1ccccc1, O, c1c[nH]cn1. RXN SMILES: [CH2:6]([CH3:7])[Si:8]([CH2:9][CH3:10])([CH2:11][CH3:12])[Cl:13].[CH3:40][N:41]([CH3:42])[CH:43]=[O:44].[N:14](=[N+:15]=[N-:16])[CH2:17][CH:18]([OH:19])[c:20]1[cH:21][cH:22][c:23]([O:31][CH2:32][c:33]2[cH:34][cH:35][cH:36][cH:37][cH:38]2)[c:24]([NH:26][S:27](=[O:28])(=[O:29])[CH3:30])[cH:25]1.[OH2:39].[nH:1]1[cH:2][cH:3][n:4][cH:5]1>>[CH2:6]([CH3:7])[Si:8]([CH2:9][CH3:10])([CH2:11][CH3:12])[O:19][CH:18]([CH2:17][N:14]=[N+:15]=[N-:16])[c:20]1[cH:21][cH:22][c:23]([O:31][CH2:32][c:33]2[cH:34][cH:35][cH:36][cH:37][cH:38]2)[c:24]([NH:26][S:27](=[O:28])(=[O:29])[CH3:30])[cH:25]1. Product: CC[Si](CC)(CC)OC(CN=[N+]=[N-])c1ccc(OCc2ccccc2)c(NS(C)(=O)=O)c1. Starting materials: CCOC(=O)C(=O)OCC, C1CCOC1, CCOC(C)=O, Cl, O, CC(=O)c1ccco1. Product: CCOC(=O)C(=O)CC(=O)c1ccco1. Reaction SMILES: [CH2:1]([O:2][C:4]([C:5](=[O:6])[O:7][CH2:8][CH3:9])=[O:10])[CH3:3].[CH2:20]1[O:21][CH2:22][CH2:23][CH2:24]1.[CH3:25][CH2:26][O:27][C:28](=[O:29])[CH3:30].[ClH:19].[OH2:31].[o:11]1[c:12]([C:16]([CH3:17])=[O:18])[cH:13][cH:14][cH:15]1>>[C:4]([C:5](=[O:6])[O:7][CH2:8][CH3:9])(=[O:10])[CH2:17][C:16]([c:12]1[o:11][cH:15][cH:14][cH:13]1)=[O:18].